This data is from the Open Reaction Database (ORD), a public repository of structured organic reaction records. The task is: describe an organic reaction: reactants, conditions, products, and yield The reactants are C1(CC1)COC1CCNCC1 (4-Cyclopropylmethoxypiperidine), ClCCCN1C(COC2=C1C(=C(C=C2)F)F)=O (4-(3-chloropropyl)-5,6-difluoro-4H-benzo[1,4]oxazin-3-one), C(=O)([O-])[O-].[K+].[K+] (K2CO3). The product is C1(CC1)COC1CCN(CC1)CCCN1C(COC2=C1C(=C(C=C2)F)F)=O (4-[3-(4-Cyclopropylmethoxypiperidin-1-yl)propyl]-5,6-difluoro-4H-benzo[1,4]oxazin-3-one). Isolated yield 53.7%. RXN SMILES: [CH:1]1([CH2:4][O:5][CH:6]2[CH2:11][CH2:10][NH:9][CH2:8][CH2:7]2)[CH2:3][CH2:2]1.Cl[CH2:13][CH2:14][CH2:15][N:16]1[C:21]2[C:22]([F:27])=[C:23]([F:26])[CH:24]=[CH:25][C:20]=2[O:19][CH2:18][C:17]1=[O:28].C([O-])([O-])=O.[K+].[K+]>>[CH:1]1([CH2:4][O:5][CH:6]2[CH2:11][CH2:10][N:9]([CH2:13][CH2:14][CH2:15][N:16]3[C:21]4[C:22]([F:27])=[C:23]([F:26])[CH:24]=[CH:25][C:20]=4[O:19][CH2:18][C:17]3=[O:28])[CH2:8][CH2:7]2)[CH2:2][CH2:3]1 |f:2.3.4|. Procedure: 4-Cyclopropylmethoxypiperidine (0.037 g, 0.24 mmol), 4-(3-chloropropyl)-5,6-difluoro-4H-benzo[1,4]oxazin-3-one (0.065 g, 0.25 mmol), K2CO3 (0.066 g, 0.48 mmol), and KI (0.072 g, 0.48 mmol) were mixed according to GP3. Purified by prep TLC (SiO2; heptanes/EtOAc 1:1) to give the title compound (0.049 g, 54%). Rf=0.21 (heptanes/EtOAc 1:1); 1H NMR (CDCl3) δ 6.84-6.70 (m, 2H), 4.48 (s, 2H), 4.48 (s, 2H), 4.08-4.02 (m, 2H), 3.34-3.26 (m, 1H), 3.24 (d, J=6.8 Hz, 2H), 2.75-2.68 (m 2H), 2.38 (t, J=7.2 Hz...